Dataset: the Open Reaction Database (ORD), a public repository of structured organic reaction records. Task: describe an organic reaction: reactants, conditions, products, and yield Reactants: Cl.Cl.Cl.S1C=CC=2C(=NC=CC21)N2CCN(CC2)CC[C@@H]2CC[C@H](CC2)N (trans-4-[2-(4-thieno[3,2-c]pyridin-4-yl-piperazin-1-yl)-ethyl]-cyclohexylamine trihydrochloride), Cl.Cl.Cl.S1C=CC=2C(=NC=CC21)N2CCN(CC2)CC[C@@H]2CC[C@H](CC2)N (trans-4-[2-(4-thieno[3,2-c]pyridin-4-yl-piperazin-1-yl)-ethyl]-cyclohexylamine trihydrochloride), COCC(=O)O (methoxyacetic acid). Yields the product COCC(=O)N[C@@H]1CC[C@H](CC1)CCN1CCN(CC1)C1=NC=CC2=C1C=CS2 (2-Methoxy-N-{trans-4-[2-(4-thieno[3,2-c]pyridin-4-yl-piperazin-1-yl)-ethyl]-cyclohexyl}-acetamide). RXN SMILES: Cl.Cl.Cl.[S:4]1[C:12]2[CH:11]=[CH:10][N:9]=[C:8]([N:13]3[CH2:18][CH2:17][N:16]([CH2:19][CH2:20][C@H:21]4[CH2:26][CH2:25][C@H:24]([NH2:27])[CH2:23][CH2:22]4)[CH2:15][CH2:14]3)[C:7]=2[CH:6]=[CH:5]1.[CH3:28][O:29][CH2:30][C:31](O)=[O:32]>>[CH3:28][O:29][CH2:30][C:31]([NH:27][C@H:24]1[CH2:25][CH2:26][C@H:21]([CH2:20][CH2:19][N:16]2[CH2:17][CH2:18][N:13]([C:8]3[C:7]4[CH:6]=[CH:5][S:4][C:12]=4[CH:11]=[CH:10][N:9]=3)[CH2:14][CH2:15]2)[CH2:22][CH2:23]1)=[O:32] |f:0.1.2.3|. Reported procedure: The title compound was prepared in analogy to example 4 starting from trans-4-[2-(4-thieno[3,2-c]pyridin-4-yl-piperazin-1-yl)-ethyl]-cyclohexylamine trihydrochloride (intermediate B) (150 mg, 0.33 mmol) and methoxyacetic acid (31 mg, 0.34 mmol). Purification by flash chromatography on silica gel (CH2Cl2/MeOH 95:5). White solid (66 mg, 48%), MS (ISP) m/z=417.1 [(M+H)+]. Product: CN1C(N(C(C=C1C(F)(F)F)=O)C1=C(C=C(C(=C1N)O)Cl)F)=O (1-methyl-6-trifluoromethyl-3-(6-amino4-chloro-2-fluoro-5-hydroxyphenyl)-2,4(1H,3H)-pyrimidinedione). As a reaction SMILES: [CH3:1][N:2]1[C:7]([C:8]([F:11])([F:10])[F:9])=[CH:6][C:5](=[O:12])[N:4]([C:13]2[C:18]([N+:19]([O-])=O)=[C:17]([OH:22])[C:16]([Cl:23])=[CH:15][C:14]=2[F:24])[C:3]1=[O:25].O>C(O)(=O)C.[Fe]>[CH3:1][N:2]1[C:7]([C:8]([F:11])([F:10])[F:9])=[CH:6][C:5](=[O:12])[N:4]([C:13]2[C:18]([NH2:19])=[C:17]([OH:22])[C:16]([Cl:23])=[CH:15][C:14]=2[F:24])[C:3]1=[O:25]. Reported procedure: This compound was prepared in the manner of Step B of Example 1, using 1.5 grams (0.004 mole) 1-methyl-6-trifluoromethyl-3-(4-chloro-2-fluoro-5-hydroxy-6-nitrophenyl)-2,4(1H,3H)-pyrimidinedione, 3.0 grams (0.054 mole) of iron dust, and 5 mL of water in 50 mL of glacial acetic acid, yielding 1.0 gram of title compound. The NMR spectrum was consistent with the proposed structure. Isolated yield 70.7%. The reagents and catalysts are [Fe] (iron). Starting materials: CN1C(N(C(C=C1C(F)(F)F)=O)C1=C(C=C(C(=C1[N+](=O)[O-])O)Cl)F)=O (1-methyl-6-trifluoromethyl-3-(4-chloro-2-fluoro-5-hydroxy-6-nitrophenyl)-2,4(1H,3H)-pyrimidinedione), O (water). Solvent: C(C)(=O)O (acetic acid). Starting materials: CC(C)(C)OC(=O)N1CCC(O)CC1, ClCCl, COC(=O)c1ccc(F)cc1O, CCOC(=O)N=NC(=O)OCC, c1ccc(P(c2ccccc2)c2ccccc2)cc1, c1ccccc1. Product: COC(=O)c1ccc(F)cc1OC1CCN(C(=O)OC(C)(C)C)CC1. RXN SMILES: [C:32]([CH3:33])([CH3:34])([CH3:35])[O:36][C:37](=[O:38])[N:39]1[CH2:40][CH2:41][CH:42]([OH:45])[CH2:43][CH2:44]1.[Cl:58][CH2:59][Cl:60].[F:1][c:2]1[cH:3][c:4]([OH:12])[c:5]([C:6](=[O:7])[O:8][CH3:9])[cH:10][cH:11]1.[O:46]=[C:47]([O:48][CH2:49][CH3:50])[N:51]=[N:52][C:53]([O:54][CH2:55][CH3:56])=[O:57].[c:13]1([P:14]([c:15]2[cH:16][cH:17][cH:18][cH:19][cH:20]2)[c:21]2[cH:22][cH:23][cH:24][cH:25][cH:26]2)[cH:27][cH:28][cH:29][cH:30][cH:31]1.[cH:61]1[cH:62][cH:63][cH:64][cH:65][cH:66]1>>[F:1][c:2]1[cH:3][c:4]([O:12][CH:42]2[CH2:41][CH2:40][N:39]([C:37]([O:36][C:32]([CH3:33])([CH3:34])[CH3:35])=[O:38])[CH2:44][CH2:43]2)[c:5]([C:6](=[O:7])[O:8][CH3:9])[cH:10][cH:11]1. Reactants: FC(C(=O)NC=1SC=C(N1)C(C(=O)O)=NOC)(F)F (2-{2-(2,2,2-trifluoroacetamido)-4-thiazolyl}-2-methoxyiminoacetic acid), P(=O)(Cl)(Cl)Cl (phosphorus oxychloride), Cl.NC1[C@@H]2N(C(=C(CS2)OC)C(=O)O)C1=O (7-amino-3-methoxy-3-cephem-4-carboxylic acid hydrochloride), C[Si](C)(C)CC(=O)N (trimethylsilylacetamide), resultant mixture. Run in C(C)(=O)OCC (ethyl acetate), CN(C=O)C (dimethylformamide), C(C)(=O)OCC (ethyl acetate), O (water). Conditions: time 30 minute. Yields the product COC=1CS[C@H]2N(C1C(=O)O)C(C2)=O (3-methoxy-3-cephem-4-carboxylic acid). The yield is 62.0%. Reaction SMILES: FC(F)(F)C(NC1SC=C(C(=NOC)C(O)=O)N=1)=O.P(Cl)(Cl)(Cl)=O.Cl.N[CH:27]1[C:39](=[O:40])[N:29]2[C:30]([C:36]([OH:38])=[O:37])=[C:31]([O:34][CH3:35])[CH2:32][S:33][C@H:28]12.C[Si](CC(N)=O)(C)C>C(OCC)(=O)C.O.CN(C)C=O>[CH3:35][O:34][C:31]1[CH2:32][S:33][C@@H:28]2[CH2:27][C:39](=[O:40])[N:29]2[C:30]=1[C:36]([OH:38])=[O:37] |f:2.3|. Procedure details: A mixture of 2-{2-(2,2,2-trifluoroacetamido)-4-thiazolyl}-2-methoxyiminoacetic acid (syn isomer, 0.8 g.), dimethylformamide (0.20 g.), phosphorus oxychloride (0.41 g.) and ethyl acetate (10 ml.) was stirred for 30 minutes under ice-cooling to prepare the activated acid solution in a similar manner to that of Example 2-(1). On the other hand, a solution of 7-amino-3-methoxy-3-cephem-4-carboxylic acid hydrochloride (0.6 g.) and trimethylsilylacetamide (3 g.) in ethyl acetate (15 ml.) was stirred a... The reactants are CC(C)N=C=S, O=C(Cl)Cl, Nc1cccc(Cl)c1S(N)(=O)=O. Product: CC(C)NC1=NS(=O)(=O)c2c(Cl)cccc2N1. As a reaction SMILES: [CH:13]([CH3:14])([CH3:15])[N:16]=[C:17]=[S:18].[Cl:19][C:20](=[O:21])[Cl:22].[NH2:1][c:2]1[c:3]([S:9](=[O:10])(=[O:11])[NH2:12])[c:4]([Cl:8])[cH:5][cH:6][cH:7]1>>[NH:1]1[c:2]2[c:3]([c:4]([Cl:8])[cH:5][cH:6][cH:7]2)[S:9](=[O:10])(=[O:11])[N:12]=[C:17]1[NH:16][CH:13]([CH3:14])[CH3:15]. The reactants are Cl.CSC=1N2C(SC3=C(N1)C=CC=C3)=NC=C2 (5-methylthio-imidazo[2,1-b][1,3,5]benzothiadiazepine hydrochloride), OCCN1CCNCC1 (N-β-hydroxyethylpiperazine), C(CCCC)O (amyl alcohol). The product is Cl.Cl.OCCN1CCN(CC1)C=1N2C(SC3=C(N1)C=CC=C3)=NC=C2 (5-(4-β-hydroxyethylpiperazino)-imidazo[2,1-b][1,3,5]benzothiadiazepine dihydrochloride). As a reaction SMILES: [ClH:1].CS[C:4]1[N:5]2[CH:17]=[CH:16][N:15]=[C:6]2[S:7][C:8]2[CH:14]=[CH:13][CH:12]=[CH:11][C:9]=2[N:10]=1.[OH:18][CH2:19][CH2:20][N:21]1[CH2:26][CH2:25][NH:24][CH2:23][CH2:22]1.C(O)CCCC>>[ClH:1].[ClH:1].[OH:18][CH2:19][CH2:20][N:21]1[CH2:26][CH2:25][N:24]([C:4]2[N:5]3[CH:17]=[CH:16][N:15]=[C:6]3[S:7][C:8]3[CH:14]=[CH:13][CH:12]=[CH:11][C:9]=3[N:10]=2)[CH2:23][CH2:22]1 |f:0.1,4.5.6|. Reported procedure: A mixture of 5 g of 5-methylthio-imidazo[2,1-b][1,3,5]benzothiadiazepine hydrochloride, 2.86 g of N-β-hydroxyethylpiperazine, and 175 ml of amyl alcohol is refluxed under nitrogen for 48 hrs. with stirring. The solvent is removed under vacuum, the residue is triturated with methylene chloride, washed with 2 N sodium hydroxide solution, dried over MgSO4, and evaporated to dryness. The residue is dissolved in 5 ml of methanol and treated with 2 N ethereal hydrochloric acid solutions to give 5-(4-β...